Dataset: the Open Reaction Database (ORD), a public repository of structured organic reaction records. Task: describe an organic reaction: reactants, conditions, products, and yield Starting materials: CN(Cc1cc(Br)n(S(=O)(=O)c2ccccc2)c1)C(=O)OC(C)(C)C, O=C([O-])O, COCCOC, [Na+], [Na+], [Na+], O=C([O-])[O-], c1ccc(P(c2ccccc2)(c2ccccc2)[Pd](P(c2ccccc2)(c2ccccc2)c2ccccc2)(P(c2ccccc2)(c2ccccc2)c2ccccc2)P(c2ccccc2)(c2ccccc2)c2ccccc2)cc1, OB(O)c1ccsc1. The product is CN(Cc1cc(-c2ccsc2)n(S(=O)(=O)c2ccccc2)c1)C(=O)OC(C)(C)C. Reaction SMILES: [Br:1][c:2]1[cH:3][c:4]([CH2:16][N:17]([C:18]([O:19][C:20]([CH3:21])([CH3:22])[CH3:23])=[O:24])[CH3:25])[cH:5][n:6]1[S:7](=[O:8])(=[O:9])[c:10]1[cH:11][cH:12][cH:13][cH:14][cH:15]1.[C:40](=[O:41])([O-:42])[OH:43].[CH3:45][O:46][CH2:47][CH2:48][O:49][CH3:50].[Na+:34].[Na+:35].[Na+:44].[O-:36][C:37](=[O:38])[O-:39].[cH:51]1[cH:52][cH:53][c:54]([P:55]([Pd:56]([P:57]([c:58]2[cH:59][cH:60][cH:61][cH:62][cH:63]2)([c:64]2[cH:65][cH:66][cH:67][cH:68][cH:69]2)[c:70]2[cH:71][cH:72][cH:73][cH:74][cH:75]2)([P:76]([c:77]2[cH:78][cH:79][cH:80][cH:81][cH:82]2)([c:83]2[cH:84][cH:85][cH:86][cH:87][cH:88]2)[c:89]2[cH:90][cH:91][cH:92][cH:93][cH:94]2)[P:95]([c:96]2[cH:97][cH:98][cH:99][cH:100][cH:101]2)([c:102]2[cH:103][cH:104][cH:105][cH:106][cH:107]2)[c:108]2[cH:109][cH:110][cH:111][cH:112][cH:113]2)([c:114]2[cH:115][cH:116][cH:117][cH:118][cH:119]2)[c:120]2[cH:121][cH:122][cH:123][cH:124][cH:125]2)[cH:126][cH:127]1.[s:26]1[cH:27][c:28]([B:31]([OH:32])[OH:33])[cH:29][cH:30]1>>[c:2]1(-[c:28]2[cH:27][s:26][cH:30][cH:29]2)[cH:3][c:4]([CH2:16][N:17]([C:18]([O:19][C:20]([CH3:21])([CH3:22])[CH3:23])=[O:24])[CH3:25])[cH:5][n:6]1[S:7](=[O:8])(=[O:9])[c:10]1[cH:11][cH:12][cH:13][cH:14][cH:15]1. Starting materials: [BH4-], CCO, O=C(c1ccccc1F)c1cc(Cl)ccc1I, [Na+], O. Reaction SMILES: [BH4-:18].[CH3:20][CH2:21][OH:22].[Cl:1][c:2]1[cH:3][cH:4][c:5]([I:17])[c:6]([C:7](=[O:8])[c:9]2[c:10]([F:15])[cH:11][cH:12][cH:13][cH:14]2)[cH:16]1.[Na+:19].[OH2:23]>>[Cl:1][c:2]1[cH:3][cH:4][c:5]([I:17])[c:6]([CH:7]([OH:8])[c:9]2[c:10]([F:15])[cH:11][cH:12][cH:13][cH:14]2)[cH:16]1. Yields the product OC(c1ccccc1F)c1cc(Cl)ccc1I. Starting materials: [H-].[Na+] (Sodium hydride), C(C)(C)(C)OC(=O)NC(C)(C)C1=CC=C(C=C1)C1=NC(=NC=C1Cl)Cl (4-[4-(1-tert-butoxycarbonylamino-1-methylethyl)phenyl]-2,5-dichloropyrimidine), NC1=CC=C(C=C1)N1C=NC=C1 (1-(4-aminophenyl)-1H-imidazole). Solvent: C1CCOC1 (THF). Yields the product C(C)(C)(C)OC(=O)NC(C)(C)C1=CC=C(C=C1)C1=NC(=NC=C1Cl)NC1=CC=C(C=C1)N1C=NC=C1 (4-[4-(1-tert-butoxy carbonylamino-1-methylethyl)phenyl]-5-chloro-N-[4-(1-imidazolyl)-phenyl]pyrimidine-2-amine). Yield: 23.4%. Reaction SMILES: [H-].[Na+].[C:3]([O:7][C:8]([NH:10][C:11]([C:14]1[CH:19]=[CH:18][C:17]([C:20]2[C:25]([Cl:26])=[CH:24][N:23]=[C:22](Cl)[N:21]=2)=[CH:16][CH:15]=1)([CH3:13])[CH3:12])=[O:9])([CH3:6])([CH3:5])[CH3:4].[NH2:28][C:29]1[CH:34]=[CH:33][C:32]([N:35]2[CH:39]=[CH:38][N:37]=[CH:36]2)=[CH:31][CH:30]=1>C1COCC1>[C:3]([O:7][C:8]([NH:10][C:11]([C:14]1[CH:15]=[CH:16][C:17]([C:20]2[C:25]([Cl:26])=[CH:24][N:23]=[C:22]([NH:28][C:29]3[CH:30]=[CH:31][C:32]([N:35]4[CH:39]=[CH:38][N:37]=[CH:36]4)=[CH:33][CH:34]=3)[N:21]=2)=[CH:18][CH:19]=1)([CH3:13])[CH3:12])=[O:9])([CH3:6])([CH3:4])[CH3:5] |f:0.1|. Reported procedure: Sodium hydride (330 mg, 8.25 mmol) was added to a solution of 4-[4-(1-tert-butoxycarbonylamino-1-methylethyl)phenyl]-2,5-dichloropyrimidine (1.0 g, 2.62 mmol) and 1-(4-aminophenyl)-1H-imidazole (438 mg, 2.75 mmol) in dry THF (40 ml) under N2 and the mixture heated to reflux for 3 h. The reaction was quenched with H2O (5 ml), diluted with brine (50 ml) and extracted with ethyl acetate (2×150 ml). The ethyl acetate extracts were dried (MgSO4), concentrated in vacuo and the residue purified by colu... Starting materials: CCN(C(C)C)C(C)C, COc1cc(N2CCNCC2)c(F)cc1Cl, Cl, Cl, Nc1ncnc2c1c(-c1ncc[nH]1)nn2CC(=O)O, CN(C)C=O. Yields the product COc1cc(N2CCN(C(=O)Cn3nc(-c4ncc[nH]4)c4c(N)ncnc43)CC2)c(F)cc1Cl. RXN SMILES: [CH:38]([N:39]([CH2:40][CH3:41])[CH:42]([CH3:43])[CH3:44])([CH3:45])[CH3:46].[Cl:3][c:4]1[cH:5][c:6]([F:18])[c:7]([N:12]2[CH2:13][CH2:14][NH:15][CH2:16][CH2:17]2)[cH:8][c:9]1[O:10][CH3:11].[ClH:1].[ClH:2].[NH2:19][c:20]1[c:21]2[c:22]([n:23][cH:24][n:25]1)[n:26]([CH2:34][C:35](=[O:36])[OH:37])[n:27][c:28]2-[c:29]1[nH:30][cH:31][cH:32][n:33]1.[O:47]=[CH:48][N:49]([CH3:50])[CH3:51]>>[Cl:3][c:4]1[cH:5][c:6]([F:18])[c:7]([N:12]2[CH2:13][CH2:14][N:15]([C:35]([CH2:34][n:26]3[c:22]4[c:21]([c:20]([NH2:19])[n:25][cH:24][n:23]4)[c:28](-[c:29]4[n:30][cH:31][cH:32][nH:33]4)[n:27]3)=[O:36])[CH2:16][CH2:17]2)[cH:8][c:9]1[O:10][CH3:11]. Starting materials: C(=O)([O-])[O-].[Na+].[Na+] (Na2CO3), ClC(=O)OCC1=CC=CC=C1 (benzyl chloroformate), N1[C@@H](CCC1=O)C(=O)O (L-Pyroglutamic acid). Run in O1CCOCC1 (dioxane), [OH-].[Na+] (NaOH). Conditions: temperature 0 celsius, time 30 minute. The product is C(C1=CC=CC=C1)OC(=O)N1[C@@H](CCC1=O)C(=O)O (N-Benzyloxycarbonyl-L-pyroglutamic acid). The yield is 87.0%. RXN SMILES: [NH:1]1[C:5](=[O:6])[CH2:4][CH2:3][C@H:2]1[C:7]([OH:9])=[O:8].C([O-])([O-])=O.[Na+].[Na+].Cl[C:17]([O:19][CH2:20][C:21]1[CH:26]=[CH:25][CH:24]=[CH:23][CH:22]=1)=[O:18]>[OH-].[Na+].O1CCOCC1>[CH2:20]([O:19][C:17]([N:1]1[C:5](=[O:6])[CH2:4][CH2:3][C@H:2]1[C:7]([OH:9])=[O:8])=[O:18])[C:21]1[CH:26]=[CH:25][CH:24]=[CH:23][CH:22]=1 |f:1.2.3,5.6|. Reported procedure: L-Pyroglutamic acid (2.02 g, 13.83 mmol) was dissolved in 1 N NaOH (13.84 mL) and the solution was cooled to 0° C. After 30 min stirring, Na2CO3 (3.63 g) and benzyl chloroformate (4.82 mL) in dioxane (21.23 mL) were gradually added in equal portions. Stirring was continued at 0° C. for 1 h, then the solution was stirred overnight at room temperature and extracted with ethyl ether (2×20 mL). The aqueous solution was acidified with 2N HCl to pH 5 and extracted with ethyl acetate (3×50 mL). The eth... Starting materials: O=C(NC1C(OCc2ccccc2)OC(CO)C(O)C1O)OCc1ccccc1, ClCCl, O=S(=O)(O)O, Cc1ccc(S(=O)(=O)Cl)cc1, c1ccncc1. Yields the product Cc1ccc(S(=O)(=O)OCC2OC(OCc3ccccc3)C(NC(=O)OCc3ccccc3)C(O)C2O)cc1. As a reaction SMILES: [CH2:1]([c:2]1[cH:3][cH:4][cH:5][cH:6][cH:7]1)[O:8][C:9](=[O:10])[NH:11][CH:12]1[CH:13]([O:14][CH2:15][c:16]2[cH:17][cH:18][cH:19][cH:20][cH:21]2)[O:22][CH:23]([CH2:28][OH:29])[CH:24]([OH:27])[CH:25]1[OH:26].[Cl:41][CH2:42][Cl:43].[S:44](=[O:45])(=[O:46])([OH:47])[OH:48].[c:30]1([CH3:40])[cH:31][cH:32][c:33]([S:36](=[O:37])(=[O:38])[Cl:39])[cH:34][cH:35]1.[cH:49]1[cH:50][cH:51][n:52][cH:53][cH:54]1>>[CH2:1]([c:2]1[cH:3][cH:4][cH:5][cH:6][cH:7]1)[O:8][C:9](=[O:10])[NH:11][CH:12]1[CH:13]([O:14][CH2:15][c:16]2[cH:17][cH:18][cH:19][cH:20][cH:21]2)[O:22][CH:23]([CH2:28][O:29][S:36]([c:33]2[cH:32][cH:31][c:30]([CH3:40])[cH:35][cH:34]2)(=[O:37])=[O:38])[CH:24]([OH:27])[CH:25]1[OH:26].